From a dataset of the Open Reaction Database (ORD), a public repository of structured organic reaction records. describe an organic reaction: reactants, conditions, products, and yield Starting materials: ClC1=CC=C(C=C1)C=1N=C(OC1)CCC(=O)O (4-(4-chlorophenyl)-2-oxazoleproprionic acid), C(C1=CC=CC=C1)Br (benzyl bromide), C([O-])([O-])=O.[K+].[K+] (potassium carbonate), CN(C=O)C (dimethylformamide). Solvent: O (water). Reaction conditions: time 3 hour. Yields the product ClC1=CC=C(C=C1)C=1N=C(OC1)CCC(=O)OCC1=CC=CC=C1 (benzyl 4-(4-chlorophenyl)-2-oxazolepropionate). The yield is 98.0%. As a reaction SMILES: [Cl:1][C:2]1[CH:7]=[CH:6][C:5]([C:8]2[N:9]=[C:10]([CH2:13][CH2:14][C:15]([OH:17])=[O:16])[O:11][CH:12]=2)=[CH:4][CH:3]=1.[CH2:18](Br)[C:19]1[CH:24]=[CH:23][CH:22]=[CH:21][CH:20]=1.C(=O)([O-])[O-].[K+].[K+].CN(C)C=O>O>[Cl:1][C:2]1[CH:3]=[CH:4][C:5]([C:8]2[N:9]=[C:10]([CH2:13][CH2:14][C:15]([O:17][CH2:18][C:19]3[CH:24]=[CH:23][CH:22]=[CH:21][CH:20]=3)=[O:16])[O:11][CH:12]=2)=[CH:6][CH:7]=1 |f:2.3.4|. Procedure: A mixture of 4-(4-chlorophenyl)-2-oxazoleproprionic acid (0.5 g), benzyl bromide (0.25 ml), potassium carbonate (0.33 g) and dimethylformamide (DMF)(10 ml) was stirred for 3 hours at room temperature. The reaction mixture was poured into water to obtain crystals of benzyl 4-(4-chlorophenyl)-2-oxazolepropionate (0.664 g, 98%). Recrystallization from ether-hexane gave colorless prism crystals of mp 66°-67° C. The reactants are C(C1=CC=CC=C1)[C@@H]([C@@H](CNCC1=CC(=CC=C1)OC)O)NC(OC(C)(C)C)=O (1-tert-butyl (1S,2R)-1-benzyl-2-hydroxy-3-[(3-methoxybenzyl)amino]propylcarbamate), O1CCOCC1.Cl (dioxane hydrochloric acid), CCOCC (ether). Conditions: time 30 minute. The product is Cl.N[C@H]([C@@H](CN(C(O)=O)CC1=CC(=CC=C1)OC)O)CC1=CC=CC=C1 ((2R,3S)-3-amino-2-hydroxy-4-phenylbutyl(3-methoxybenzyl)carbamate hydrochloride). RXN SMILES: [CH2:1]([C@H:8]([NH:22]C(=O)OC(C)(C)C)[C@H:9]([OH:21])[CH2:10][NH:11][CH2:12][C:13]1[CH:18]=[CH:17][CH:16]=[C:15]([O:19][CH3:20])[CH:14]=1)[C:2]1[CH:7]=[CH:6][CH:5]=[CH:4][CH:3]=1.[O:30]1[CH2:35]COCC1.[ClH:36].CC[O:39]CC>>[ClH:36].[NH2:22][C@@H:8]([CH2:1][C:2]1[CH:3]=[CH:4][CH:5]=[CH:6][CH:7]=1)[C@H:9]([OH:21])[CH2:10][N:11]([CH2:12][C:13]1[CH:18]=[CH:17][CH:16]=[C:15]([O:19][CH3:20])[CH:14]=1)[C:35](=[O:30])[OH:39] |f:1.2,4.5|. Procedure details: 1-tert-butyl (1S,2R)-1-benzyl-2-hydroxy-3-[(3-methoxybenzyl)amino]propylcarbamate (XXXIV, EXAMPLE 5, 5.4 g) and dioxane-hydrochloric acid (20 ml, 4 N) are mixed. The reaction mixture is stirred at 20–25° for 30 minutes then poured into stirred ether (300 ml). The product is filtered and dried under reduced pressure to give the title compound, M+H=435. Starting materials: CC(C)c1c(C(=O)NCc2ccc(F)c(F)c2)c2ccc(C=O)cc2n1Cc1ccccc1, CO, Cl, NO, c1ccncc1. The product is CC(C)c1c(C(=O)NCc2ccc(F)c(F)c2)c2ccc(C=NO)cc2n1Cc1ccccc1. RXN SMILES: [CH2:1]([c:2]1[cH:3][cH:4][cH:5][cH:6][cH:7]1)[n:8]1[c:9]([CH:31]([CH3:32])[CH3:33])[c:10]([C:19](=[O:20])[NH:21][CH2:22][c:23]2[cH:24][c:25]([F:30])[c:26]([F:29])[cH:27][cH:28]2)[c:11]2[cH:12][cH:13][c:14]([CH:17]=[O:18])[cH:15][c:16]12.[CH3:43][OH:44].[ClH:34].[NH2:35][OH:36].[cH:37]1[cH:38][cH:39][n:40][cH:41][cH:42]1>>[CH2:1]([c:2]1[cH:3][cH:4][cH:5][cH:6][cH:7]1)[n:8]1[c:9]([CH:31]([CH3:32])[CH3:33])[c:10]([C:19](=[O:20])[NH:21][CH2:22][c:23]2[cH:24][c:25]([F:30])[c:26]([F:29])[cH:27][cH:28]2)[c:11]2[cH:12][cH:13][c:14]([CH:17]=[N:35][OH:36])[cH:15][c:16]12. Starting materials: O=C(CC(=O)OC)CC(=O)OC (Dimethyl 3-ketoglutarate), C(=O)[O-].[NH4+] (ammonium formate), [BH3-]C#N.[Na+] (NaCNBH3), O (H2O). Run in CO (methanol). Product: NC(CC(=O)OC)CC(=O)OC (dimethyl (±)3-aminoglutarate). The yield is 44.8%. RXN SMILES: O=[C:2]([CH2:8][C:9]([O:11][CH3:12])=[O:10])[CH2:3][C:4]([O:6][CH3:7])=[O:5].C([O-])=O.[NH4+].[BH3-]C#[N:19].[Na+].O>CO>[NH2:19][CH:2]([CH2:8][C:9]([O:11][CH3:12])=[O:10])[CH2:3][C:4]([O:6][CH3:7])=[O:5] |f:1.2,3.4|. Procedure: Dimethyl 3-ketoglutarate (13 g) in methanol (50 ml) was treated with ammonium formate (5 g) and NaCNBH3 (2 g). 10 ml of H2O was added and the excess solvent removed under reduced pressure. The semi-solid was dissolved in 5% aqueous HCl (250 ml), and washed with CH2Cl2 (2×50 ml). The aqueous layer was made basic (pH>9) with K2CO3 and the product was extracted using CH2Cl2 (2×75 ml). The organic layers were combined and dried with Na2SO4. The excess solvent was removed to give 2.5 g of the dimethy... The reactants are N(N)C1=CC=C(C(=O)OC)C=C1 (methyl 4-hydrazinobenzoate), CC(=O)O (AcOH). Run in C(C)(=O)[O-].[Na+] (sodium acetate). Run at temperature 80 celsius. Yields the product C(C)(=O)NNC1=CC=C(C(=O)OC)C=C1 (Methyl 4-(2-acetylhydrazino)benzoate). Yield: 115.7%. Reaction SMILES: [NH:1]([C:3]1[CH:12]=[CH:11][C:6]([C:7]([O:9][CH3:10])=[O:8])=[CH:5][CH:4]=1)[NH2:2].[CH3:13][C:14](O)=[O:15]>C([O-])(=O)C.[Na+]>[C:14]([NH:2][NH:1][C:3]1[CH:4]=[CH:5][C:6]([C:7]([O:9][CH3:10])=[O:8])=[CH:11][CH:12]=1)(=[O:15])[CH3:13] |f:2.3|. Procedure details: 5.5 g of methyl 4-hydrazinobenzoate are dissolved in 38.2 ml of AcOH comprising 2.4 g of sodium acetate and the mixture is heated at 80° C. for 18 hours. The inorganic material is filtered off, the filtrate is then evaporated and the residue is taken up in the minimum amount of Et2O. The mixture is filtered to produce 7.97 g of the expected compound. Starting materials: ClC1=C(C=CC(=C1)I)NC1=C(C(=O)O)C=CN=C1 (3-[(2-chloro-4-iodophenyl)amino]isonicotinic acid), ClC1=C(C=CC(=C1)I)NC1=C(C(=O)O)C=CN=C1 (3-[(2-chloro-4-iodophenyl)amino]isonicotinic acid), NCCNC(C)=O (N-(2-amino-ethyl)-acetamide). The product is C(C)(=O)NCCNC(C1=C(C=NC=C1)NC1=C(C=C(C=C1)I)Cl)=O (N-(2-Acetylamino-ethyl)-3-(2-chloro-4-iodo-phenylamino)-isonicotinamide). As a reaction SMILES: [Cl:1][C:2]1[CH:7]=[C:6]([I:8])[CH:5]=[CH:4][C:3]=1[NH:9][C:10]1[CH:18]=[N:17][CH:16]=[CH:15][C:11]=1[C:12]([OH:14])=O.[NH2:19][CH2:20][CH2:21][NH:22][C:23](=[O:25])[CH3:24]>>[C:23]([NH:22][CH2:21][CH2:20][NH:19][C:12](=[O:14])[C:11]1[CH:15]=[CH:16][N:17]=[CH:18][C:10]=1[NH:9][C:3]1[CH:4]=[CH:5][C:6]([I:8])=[CH:7][C:2]=1[Cl:1])(=[O:25])[CH3:24]. Procedure details: N-(2-Acetylamino-ethyl)-3-(2-chloro-4-iodo-phenylamino)-isonicotinamide was synthesized according to the procedure for General Method 1, outlined above, starting with 0.32 mmol of 3-[(2-chloro-4-iodophenyl)amino]isonicotinic acid (intermediate 2) and 0.44 mmol N-(2-amino-ethyl)-acetamide LC/MS [8.38 min; 4.59 (M+1)] Reactants: COC1=CC=CC2=C1C(CO2)=NO (4-methoxy-benzofuran-3-one oxime), [H][H] (hydrogen). Reagents/catalysts: [Ni] (Raney-Nickel). Run in O1CCCC1 (tetrahydrofuran), CO (methanol). Yields the product COC1=CC=CC2=C1C(CO2)N (rac-4-Methoxy-2,3-dihydro-benzofuran-3-ylamine). Isolated yield 96.5%. Reaction SMILES: [CH3:1][O:2][C:3]1[C:8]2[C:9](=[N:12]O)[CH2:10][O:11][C:7]=2[CH:6]=[CH:5][CH:4]=1.[H][H]>O1CCCC1.CO.[Ni]>[CH3:1][O:2][C:3]1[C:8]2[CH:9]([NH2:12])[CH2:10][O:11][C:7]=2[CH:6]=[CH:5][CH:4]=1. Procedure: A mixture of the above described 4-methoxy-benzofuran-3-one oxime (27.7 g, 155 mmol; HPLC 1.448 min) and Raney-Nickel (13.85 g) in tetrahydrofuran (700 mL) and methanol (700 mL) was hydrogenated at 100 bar hydrogen-pressure at 100° C. for 22 h. Filtered the catalyst off, washed with methanol and tetrahydrofuran, all volatiles very removed in vacuum to give the title compound as a brown oil (24.7 g, 98%, HPLC 0.4 min), MS (ISP) m/e=166.2 [(M+H)+]. Starting materials: CC1=C(N)C=C(C(=C1)OCCCCCCCCCCCCCCCCCCCC)C(C)C (2-methyl-4-eicosanoxy-5-isopropylaniline), C(C)(=O)C1=NC(=CC=C1)C(C)=O (2,6-diacetylpyridine), C(CCCCCCCCCCCCCCCCCCC)OC1=CC(=C(C=C1)N=C(C)C1=NC(=CC=C1)C(C)=NC1=C(C=C(C=C1)OCCCCCCCCCCCCCCCCCCCC)C)C (2,6-bis[1-(4-eicosanoxy-2-methylphenylimino)ethyl]pyridine). Solvent: C1(=CC=CC=C1)C (toluene). Product: CC1=C(C=C(C(=C1)OCCCCCCCCCCCCCCCCCCCC)C(C)C)N=C(C)C1=NC(=CC=C1)C(C)=NC1=C(C=C(C(=C1)C(C)C)OCCCCCCCCCCCCCCCCCCCC)C (2,6-bis[1-(2-methyl-4-eicosanoxy-5-isopropylphenylimino)ethyl]pyridine). RXN SMILES: [CH3:1][C:2]1C=C(OCCCCCCCCCCCCCCCCCCCC)C(C(C)C)=C[C:3]=1N.[C:33]([C:36]1C=CC=C(C(=O)C)N=1)(=O)[CH3:34].[CH2:45]([O:65][C:66]1[CH:71]=[CH:70][C:69]([N:72]=[C:73]([C:75]2[CH:80]=[CH:79][CH:78]=[C:77]([C:81](=[N:83][C:84]3[CH:89]=[CH:88][C:87]([O:90][CH2:91][CH2:92][CH2:93][CH2:94][CH2:95][CH2:96][CH2:97][CH2:98][CH2:99][CH2:100][CH2:101][CH2:102][CH2:103][CH2:104][CH2:105][CH2:106][CH2:107][CH2:108][CH2:109][CH3:110])=[CH:86][C:85]=3[CH3:111])[CH3:82])[N:76]=2)[CH3:74])=[C:68]([CH3:112])[CH:67]=1)[CH2:46][CH2:47][CH2:48][CH2:49][CH2:50][CH2:51][CH2:52][CH2:53][CH2:54][CH2:55][CH2:56][CH2:57][CH2:58][CH2:59][CH2:60][CH2:61][CH2:62][CH2:63][CH3:64]>C1(C)C=CC=CC=1>[CH3:112][C:68]1[CH:67]=[C:66]([O:65][CH2:45][CH2:46][CH2:47][CH2:48][CH2:49][CH2:50][CH2:51][CH2:52][CH2:53][CH2:54][CH2:55][CH2:56][CH2:57][CH2:58][CH2:59][CH2:60][CH2:61][CH2:62][CH2:63][CH3:64])[C:71]([CH:2]([CH3:3])[CH3:1])=[CH:70][C:69]=1[N:72]=[C:73]([C:75]1[CH:80]=[CH:79][CH:78]=[C:77]([C:81](=[N:83][C:84]2[CH:89]=[C:88]([CH:33]([CH3:36])[CH3:34])[C:87]([O:90][CH2:91][CH2:92][CH2:93][CH2:94][CH2:95][CH2:96][CH2:97][CH2:98][CH2:99][CH2:100][CH2:101][CH2:102][CH2:103][CH2:104][CH2:105][CH2:106][CH2:107][CH2:108][CH2:109][CH3:110])=[CH:86][C:85]=2[CH3:111])[CH3:82])[N:76]=1)[CH3:74]. Procedure: The title compound was prepared by condensation of 2-methyl-4-eicosanoxy-5-isopropylaniline with 2,6-diacetylpyridine in the presence of 4 Å molecular sieves in refluxing toluene for 20 hours, similarly to the preparation of 2,6-bis[1-(4-eicosanoxy-2-methylphenylimino)ethyl]pyridine, described above.